Dataset: the Open Reaction Database (ORD), a public repository of structured organic reaction records. Task: describe an organic reaction: reactants, conditions, products, and yield Reported procedure: Into a 2 liter Rotavapor equipment, used as the reactor, 437.5 g of L-lactic acid was added (88% water solution corresponding to 89 mole-%), 47.9 g of itaconic acid (9 mole-%), 14.5 g of pentaerythritol (2 mole-%) and 0.19 g of tin(II) octoate. Dry nitrogen was led into the reactor and a 500 mbar absolute pressure was established. The reactor vessel was partly immersed in an oil bath with a temperature of 90° C. The temperature of the oil bath was increased at a rate of 30° C./h to 120° C., and ... Product: C(C(O)C)(=O)O.C(C(=C)CC(=O)O)(=O)O (Lactic Acid Itaconic Acid). Run at temperature 180 celsius, time 24 hour. Starting materials: C([C@@H](O)C)(=O)O (L-lactic acid), C(C(=C)CC(=O)O)(=O)O (itaconic acid), OCC(CO)(CO)CO (pentaerythritol), [Sn+2] (tin(II)). Solvent: O (water). Reaction SMILES: [C:1]([OH:6])(=[O:5])[C@H:2]([CH3:4])[OH:3].[C:7]([OH:15])(=[O:14])[C:8]([CH2:10][C:11]([OH:13])=[O:12])=[CH2:9].OCC(CO)(CO)CO.[Sn+2]>O>[C:1]([OH:6])(=[O:5])[CH:2]([CH3:4])[OH:3].[C:7]([OH:15])(=[O:14])[C:8]([CH2:10][C:11]([OH:13])=[O:12])=[CH2:9] |f:5.6|.